This data is from the Open Reaction Database (ORD), a public repository of structured organic reaction records. The task is: describe an organic reaction: reactants, conditions, products, and yield The reactants are OC=1C(=C2CC(N(C2=C(C1)C)C=O)(C)C)C (2,3-dihydro-5-hydroxy-2,2,4,7-tetramethyl-1H-indole-1-carbaldehyde), [H-].[Na+] (sodium hydride), oil, ClCC(=C)C (3-chloro-2-methyl-1-propene), [Cl-].[NH4+] (ammonium chloride). Solvent: CN(C)C=O (DMF). Reaction conditions: time 5 minute. Yields the product CC1(N(C2=C(C=C(C(=C2C1)C)OCC(=C)C)C)C=O)C (2,3-Dihydro-2,2,4,7-tetramethyl-5-[(2-methyl-2-propenyl)oxy]-1H-indole-1-carbaldehyde). The yield is 68.6%. Reaction SMILES: [OH:1][C:2]1[C:3]([CH3:16])=[C:4]2[C:8](=[C:9]([CH3:11])[CH:10]=1)[N:7]([CH:12]=[O:13])[C:6]([CH3:15])([CH3:14])[CH2:5]2.[H-].[Na+].Cl[CH2:20][C:21]([CH3:23])=[CH2:22].[Cl-].[NH4+]>CN(C=O)C>[CH3:15][C:6]1([CH3:14])[CH2:5][C:4]2[C:8](=[C:9]([CH3:11])[CH:10]=[C:2]([O:1][CH2:22][C:21]([CH3:23])=[CH2:20])[C:3]=2[CH3:16])[N:7]1[CH:12]=[O:13] |f:1.2,4.5|. Procedure details: To a solution of 2,3-dihydro-5-hydroxy-2,2,4,7-tetramethyl-1H-indole-1-carbaldehyde (2.29 g, 10.4 mmol) in DMF (15 ml) was added 60% dispersion of sodium hydride in oil (0.42 g, 12 mmol) with cooling on ice and stirred under nitrogen atmosphere at the same temperature for 5 minutes. To the resulting mixture was added 3-chloro-2-methyl-1-propene (1.3 ml, 13 mmol) and stirred at room temperature for 30 minutes and at 60° C. for 15 minutes. The reaction mixture was poured into a saturated aqueous s... Reactants: COc1ccc(Br)cc1, Cc1cccc(O)c1, Cl[Cu], [H-], [Na+], c1ccncc1. The product is COc1ccc(Oc2cccc(C)c2)cc1. As a reaction SMILES: [Br:11][c:12]1[cH:13][cH:14][c:15]([O:18][CH3:19])[cH:16][cH:17]1.[CH3:3][c:4]1[cH:5][cH:6][cH:7][c:8]([OH:9])[cH:10]1.[Cl:26][Cu:27].[H-:1].[Na+:2].[cH:20]1[cH:21][cH:22][n:23][cH:24][cH:25]1>>[CH3:3][c:4]1[cH:5][cH:6][cH:7][c:8]([O:9][c:12]2[cH:13][cH:14][c:15]([O:18][CH3:19])[cH:16][cH:17]2)[cH:10]1. Starting materials: CS(=O)(=O)NC1=CC=C(C=C1)CCCN1CCCCCC1 (hexahydro-1-[3-[4-(methylsulfonylamino)phenyl]propyl]-1H-azepine), C(CCC)Br (n-butyl bromide). The solvent is C(C)#N (acetonitrile). The product is [Br-].C(CCC)[N+]1(CCCCCC1)CCCC1=CC=C(C=C1)NS(=O)(=O)C (1-Butyl-1-[3-[4-((methylsulfonyl)amino)phenyl]propyl]hexahydro-1H-azepinium bromide). As a reaction SMILES: [CH3:1][S:2]([NH:5][C:6]1[CH:11]=[CH:10][C:9]([CH2:12][CH2:13][CH2:14][N:15]2[CH2:21][CH2:20][CH2:19][CH2:18][CH2:17][CH2:16]2)=[CH:8][CH:7]=1)(=[O:4])=[O:3].[CH2:22]([Br:26])[CH2:23][CH2:24][CH3:25]>C(#N)C>[Br-:26].[CH2:22]([N+:15]1([CH2:14][CH2:13][CH2:12][C:9]2[CH:8]=[CH:7][C:6]([NH:5][S:2]([CH3:1])(=[O:3])=[O:4])=[CH:11][CH:10]=2)[CH2:21][CH2:20][CH2:19][CH2:18][CH2:17][CH2:16]1)[CH2:23][CH2:24][CH3:25] |f:3.4|. Reported procedure: A mixture of 1.35 g (4.35 mmol) of hexahydro-1-[3-[4-(methylsulfonylamino)phenyl]propyl]-1H-azepine, (Table 5, Entry 7) and 4.7 ml of n-butyl bromide in 10 ml of acetonitrile is heated at 80°-90° C. (oil bath temperature) for 20 hrs. The reaction is concentrated and the residue is partitioned between water and methylene chloride. The aqueous layer (50 ml) is extracted with methylene chloride and then basified with sodium hydroxide to at least pH 12. The solution is saturated with potassium bromi... The reactants are CNC(=O)c1cc([N+](=O)[O-])cc(C(F)(F)F)c1, CNC(=O)c1cc(N2CCOCC2)cc([N+](=O)[O-])c1. The product is CNC(=O)c1cc(N)cc(C(F)(F)F)c1. Reaction SMILES: [F:1][C:2]([c:3]1[cH:4][c:5]([C:12](=[O:13])[NH:14][CH3:15])[cH:6][c:7]([N+:9]([O-:10])=[O:11])[cH:8]1)([F:16])[F:17].[O:18]1[CH2:19][CH2:20][N:21]([c:22]2[cH:23][c:24]([C:31]([NH:32][CH3:33])=[O:34])[cH:25][c:26]([N+:27]([O-:28])=[O:29])[cH:30]2)[CH2:35][CH2:36]1>>[F:1][C:2]([c:3]1[cH:4][c:5]([C:12](=[O:13])[NH:14][CH3:15])[cH:6][c:7]([NH2:9])[cH:8]1)([F:16])[F:17]. Reactants: C1CCOC1, COC(=O)C(O)CNC(=O)c1ccc(CN(C(=O)NC(C)c2ccc(Cl)cc2)c2ccc(C3CCCCC3)cc2)cc1, CO, Cl, [Na+], [OH-]. Product: CC(NC(=O)N(Cc1ccc(C(=O)NCC(O)C(=O)O)cc1)c1ccc(C2CCCCC2)cc1)c1ccc(Cl)cc1. As a reaction SMILES: [CH2:44]1[O:45][CH2:46][CH2:47][CH2:48]1.[CH3:1][O:2][C:3]([CH:4]([CH2:5][NH:6][C:7]([c:8]1[cH:9][cH:10][c:11]([CH2:14][N:15]([C:16](=[O:17])[NH:18][CH:19]([CH3:20])[c:21]2[cH:22][cH:23][c:24]([Cl:27])[cH:25][cH:26]2)[c:28]2[cH:29][cH:30][c:31]([CH:34]3[CH2:35][CH2:36][CH2:37][CH2:38][CH2:39]3)[cH:32][cH:33]2)[cH:12][cH:13]1)=[O:40])[OH:41])=[O:42].[CH3:49][OH:50].[ClH:43].[Na+:52].[OH-:51]>>[O:2]=[C:3]([CH:4]([CH2:5][NH:6][C:7]([c:8]1[cH:9][cH:10][c:11]([CH2:14][N:15]([C:16](=[O:17])[NH:18][CH:19]([CH3:20])[c:21]2[cH:22][cH:23][c:24]([Cl:27])[cH:25][cH:26]2)[c:28]2[cH:29][cH:30][c:31]([CH:34]3[CH2:35][CH2:36][CH2:37][CH2:38][CH2:39]3)[cH:32][cH:33]2)[cH:12][cH:13]1)=[O:40])[OH:41])[OH:42]. Reactants: C(C)(=O)O[C@@H](C(=O)O)[C@@H]1C(N(CCO1)C=1C=C2C(N(CC2=CC1)C)=O)=O ((R)-2-acetoxy-2-((R)-4-(2-methyl-3-oxoisoindolin-5-yl)-3-oxomorpholin-2-yl)acetic acid), NC=1C=C2CCN(CC2=CC1)C(=O)OC(C)(C)C (tert-butyl 6-amino-3,4-dihydroisoquinoline-2(1H)-carboxylate). Yields the product C(C)(=O)O[C@@H](C(=O)NC=1C=C2CCN(CC2=CC1)C(=O)OC(C)(C)C)[C@@H]1C(N(CCO1)C=1C=C2C(N(CC2=CC1)C)=O)=O (tert-butyl 6-((R)-2-acetoxy-2-((R)-4-(2-methyl-3-oxoisoindolin-5-yl)-3-oxomorpholin-2-yl)acetamido)-3,4-dihydroisoquinoline-2(1H)-carboxylate). Isolated yield 72.6%. RXN SMILES: [C:1]([O:4][C@H:5]([C@H:9]1[O:14][CH2:13][CH2:12][N:11]([C:15]2[CH:16]=[C:17]3[C:21](=[CH:22][CH:23]=2)[CH2:20][N:19]([CH3:24])[C:18]3=[O:25])[C:10]1=[O:26])[C:6](O)=[O:7])(=[O:3])[CH3:2].[NH2:27][C:28]1[CH:29]=[C:30]2[C:35](=[CH:36][CH:37]=1)[CH2:34][N:33]([C:38]([O:40][C:41]([CH3:44])([CH3:43])[CH3:42])=[O:39])[CH2:32][CH2:31]2>>[C:1]([O:4][C@H:5]([C@H:9]1[O:14][CH2:13][CH2:12][N:11]([C:15]2[CH:16]=[C:17]3[C:21](=[CH:22][CH:23]=2)[CH2:20][N:19]([CH3:24])[C:18]3=[O:25])[C:10]1=[O:26])[C:6]([NH:27][C:28]1[CH:29]=[C:30]2[C:35](=[CH:36][CH:37]=1)[CH2:34][N:33]([C:38]([O:40][C:41]([CH3:44])([CH3:43])[CH3:42])=[O:39])[CH2:32][CH2:31]2)=[O:7])(=[O:3])[CH3:2]. Procedure: According to the Step 70-5 in the synthetic method for EXAMPLE 70, compound 70-4 (50 mg) was treated with tert-butyl 6-amino-3,4-dihydroisoquinoline-2(1H)-carboxylate (30 mg) to afford compound 72-1 (52 mg) as a light yellow solid after preparative LC purification. Starting materials: COC(=O)C1CN(C(=O)OC(C)(C)C)CCO1, CO, [K+], [OH-], O, O=C(O)CC(O)(CC(=O)O)C(=O)O. Product: CC(C)(C)OC(=O)N1CCOC(C(=O)O)C1. As a reaction SMILES: [C:3]([CH3:4])([CH3:5])([CH3:6])[O:7][C:8](=[O:9])[N:10]1[CH2:11][CH:12]([C:16](=[O:17])[O:18][CH3:19])[O:13][CH2:14][CH2:15]1.[CH3:34][OH:35].[K+:2].[OH-:1].[OH2:20].[OH:21][C:22]([CH2:23][C:24]([C:25](=[O:26])[OH:27])([CH2:28][C:29](=[O:30])[OH:31])[OH:32])=[O:33]>>[C:3]([CH3:4])([CH3:5])([CH3:6])[O:7][C:8](=[O:9])[N:10]1[CH2:11][CH:12]([C:16](=[O:17])[OH:18])[O:13][CH2:14][CH2:15]1. Reactants: COC=1C=C(C=CC1C1=CN(C=2N=CN=C(C21)N[C@@H](C)C2=NN1C(C(N2C2=CC=CC=C2)=O)=C(C=C1)C)COCC[Si](C)(C)C)S(=O)(=O)NC ((S)-3-Methoxy-N-methyl-4-(4-((1-(5-methyl-4-oxo-3-phenyl-3,4-dihydropyrrolo[2,1-f][1,2,4]triazin-2-yl)ethyl)amino)-7-((2-(trimethylsilyl)ethoxy)methyl)-7H-pyrrolo[2,3-d]pyrimidin-5-yl)benzenesulfonamide), B(Br)(Br)Br (boron tribromide), N (ammonia). Run in ClCCl (dichloromethane). Yields the product OC=1C=C(C=CC1C1=CNC=2N=CN=C(C21)N[C@@H](C)C2=NN1C(C(N2C2=CC=CC=C2)=O)=C(C=C1)C)S(=O)(=O)NC ((S)-3-Hydroxy-N-methyl-4-(4-((1-(5-methyl-4-oxo-3-phenyl-3,4-dihydropyrrolo[2,1-f][1,2,4]triazin-2-yl)ethyl)amino)-7H-pyrrolo[2,3-d]pyrimidin-5-yl)benzenesulfonamide). The yield is 23.4%. Reaction SMILES: C[O:2][C:3]1[CH:4]=[C:5]([S:46]([NH:49][CH3:50])(=[O:48])=[O:47])[CH:6]=[CH:7][C:8]=1[C:9]1[C:17]2[C:16]([NH:18][C@H:19]([C:21]3[N:26]([C:27]4[CH:32]=[CH:31][CH:30]=[CH:29][CH:28]=4)[C:25](=[O:33])[C:24]4=[C:34]([CH3:37])[CH:35]=[CH:36][N:23]4[N:22]=3)[CH3:20])=[N:15][CH:14]=[N:13][C:12]=2[N:11](COCC[Si](C)(C)C)[CH:10]=1.B(Br)(Br)Br.N>ClCCl>[OH:2][C:3]1[CH:4]=[C:5]([S:46]([NH:49][CH3:50])(=[O:48])=[O:47])[CH:6]=[CH:7][C:8]=1[C:9]1[C:17]2[C:16]([NH:18][C@H:19]([C:21]3[N:26]([C:27]4[CH:28]=[CH:29][CH:30]=[CH:31][CH:32]=4)[C:25](=[O:33])[C:24]4=[C:34]([CH3:37])[CH:35]=[CH:36][N:23]4[N:22]=3)[CH3:20])=[N:15][CH:14]=[N:13][C:12]=2[NH:11][CH:10]=1. Reported procedure: (S)-3-Methoxy-N-methyl-4-(4-((1-(5-methyl-4-oxo-3-phenyl-3,4-dihydropyrrolo[2,1-f][1,2,4]triazin-2-yl)ethyl)amino)-7-((2-(trimethylsilyl)ethoxy)methyl)-7H-pyrrolo[2,3-d]pyrimidin-5-yl)benzenesulfonamide (45 mg, 0.06 mmol) was treated with boron tribromide (1M in dichloromethane, 2.0 mL, 2.00 mmol) in dichloromethane (1 mL) and then with a solution of ammonia (7N in methanol, 5.0 mL, 35.0 mmol) according to the method described in Example 41. The residue was purified using SP1® Purification Syste...